Dataset: the Open Reaction Database (ORD), a public repository of structured organic reaction records. Task: describe an organic reaction: reactants, conditions, products, and yield Starting materials: ClC=1C=CC2=C(C(=NCC=3N2C(=NN3)C)C3=CC=CC=C3)C1 (8-chloro-6-phenyl-1-methyl-4H-s-triazolo-[4,3-a][1,4]benzodiazepine), C=O (paraformaldehyde). Yields the product ClC=1C=CC2=C(C(=NCC=3N2C(=NN3)CCO)C3=CC=CC=C3)C1 (8-chloro-1-(2-hydroxyethyl)-6-phenyl-4H-s-triazolo[4,3-a][1,4]benzodiazepine). As a reaction SMILES: [Cl:1][C:2]1[CH:3]=[CH:4][C:5]2[N:11]3[C:12]([CH3:15])=[N:13][N:14]=[C:10]3[CH2:9][N:8]=[C:7]([C:16]3[CH:21]=[CH:20][CH:19]=[CH:18][CH:17]=3)[C:6]=2[CH:22]=1.[CH2:23]=[O:24]>>[Cl:1][C:2]1[CH:3]=[CH:4][C:5]2[N:11]3[C:12]([CH2:15][CH2:23][OH:24])=[N:13][N:14]=[C:10]3[CH2:9][N:8]=[C:7]([C:16]3[CH:21]=[CH:20][CH:19]=[CH:18][CH:17]=3)[C:6]=2[CH:22]=1. Procedure details: heating 8-chloro-6-phenyl-1-methyl-4H-s-triazolo-[4,3-a][1,4]benzodiazepine in an inert organic solvent with paraformaldehyde to 100°-140° C. to give 8-chloro-1-(2-hydroxyethyl)-6-phenyl-4H-s-triazolo[4,3-a][1,4]benzodiazepine; and The reactants are CC(=O)O, CCOC(=O)c1cc(=O)c2c(o1)c1cc(Cl)ccc1n2C, Cl. Product: Cn1c2ccc(Cl)cc2c2oc(C(=O)O)cc(=O)c21. Reaction SMILES: [CH3:22][C:23](=[O:24])[OH:25].[Cl:1][c:2]1[cH:3][c:4]2[c:5]3[c:6]([n:7]([CH3:11])[c:8]2[cH:9][cH:10]1)[c:12](=[O:21])[cH:13][c:14]([C:16](=[O:17])[O:18][CH2:19][CH3:20])[o:15]3.[ClH:26]>>[Cl:1][c:2]1[cH:3][c:4]2[c:5]3[c:6]([n:7]([CH3:11])[c:8]2[cH:9][cH:10]1)[c:12](=[O:21])[cH:13][c:14]([C:16](=[O:17])[OH:18])[o:15]3. Starting materials: [H-].[Na+] (NaH), C(C)C1=CC=C2C(=CNC2=C1)C=O (6-ethyl-1H-indole-3-carbaldehyde), C(C)(=O)O (Acetic acid), ClS(=O)(=O)N=C=O (chlorosulfonyl isocyanate). Solvent: O (water), C1CCOC1 (THF), C1CCOC1 (THF), O (Water). Conditions: temperature 5 celsius, time 30 minute. The product is C(C)C1=CC=C2C(=CN(C2=C1)C(=O)N)C=O (6-Ethyl-3-formyl-indole-1-carboxylic acid amide). Reaction SMILES: [H-].[Na+].[CH2:3]([C:5]1[CH:13]=[C:12]2[C:8]([C:9]([CH:14]=[O:15])=[CH:10][NH:11]2)=[CH:7][CH:6]=1)[CH3:4].ClS([N:20]=[C:21]=[O:22])(=O)=O.C(O)(=O)C>C1COCC1.O>[CH2:3]([C:5]1[CH:13]=[C:12]2[C:8]([C:9]([CH:14]=[O:15])=[CH:10][N:11]2[C:21]([NH2:20])=[O:22])=[CH:7][CH:6]=1)[CH3:4] |f:0.1|. Procedure details: To a solution of NaH (60% in mineral oil, 259 mg, 6.47 mmol) in THF (10 mL) cooled to 5° C. under nitrogen a solution of 6-ethyl-1H-indole-3-carbaldehyde (1.12 g, 6.47 mmol) in THF (20 mL) was slowly added and the mixture was stirred at 5° C. for 30 min. While maintaining the internal temperature between 5° C. and 10° C., chlorosulfonyl isocyanate (1.12 mL, 12.9 mmol) was added dropwise and the solution was further stirred at RT overnight. Acetic acid (15 mL) was added (slightly exothermic) and ... Starting materials: B, NC(=O)c1ccc(Cl)c(Br)c1, C1CCOC1, CSC. The product is NCc1ccc(Cl)c(Br)c1. As a reaction SMILES: [BH3:15].[Br:1][c:2]1[cH:3][c:4]([C:5](=[O:6])[NH2:7])[cH:8][cH:9][c:10]1[Cl:11].[CH2:16]1[O:17][CH2:18][CH2:19][CH2:20]1.[CH3:12][S:13][CH3:14]>>[Br:1][c:2]1[cH:3][c:4]([CH2:5][NH2:7])[cH:8][cH:9][c:10]1[Cl:11]. Starting materials: compound 3-A, C(C)(C)OC1=C(C=O)C=CC=C1 (2-isopropoxybenzaldehyde), Cl.O(C)N (methoxylamine hydrochloride). The product is CON=CC1=C(C=CC=C1)OC(C)C (2-Isopropoxy-benzaldehyde O-methyloxime), silica gel. Isolated yield 96.0%. As a reaction SMILES: [CH:1]([O:4][C:5]1[CH:12]=[CH:11][CH:10]=[CH:9][C:6]=1[CH:7]=O)([CH3:3])[CH3:2].Cl.[O:14]([NH2:16])[CH3:15]>>[CH3:15][O:14][N:16]=[CH:7][C:6]1[CH:9]=[CH:10][CH:11]=[CH:12][C:5]=1[O:4][CH:1]([CH3:3])[CH3:2] |f:1.2|. Procedure: Reaction of 2-isopropoxybenzaldehyde (Hach, Collect. Czech. Commun., 23, 1958, 1902-1907) with methoxylamine hydrochloride as described in the preparation of compound 3-A gave the title oxime ether as a clear oil after chromatography on silica gel (elution hexane-ethyl acetate 8:2) (96% yield). 1HNMR indicated a 95:5 mixture of E- and Z-isomers. 1HNMR 400 MHz (CDCl3) δ (ppm): (E-isomer) 1.33 (6H, d, J=6.1 Hz, CH3), 3.97 (3H, s, OCH3), 4.56 (1H, m, CH), 6.90 (2H, m, aromatics), 7.30 (1H, m, aroma... Starting materials: CCCOC(=O)C1CC2(NC(=O)NC2=O)c2cc(F)ccc2O1, CCO, NN, O. The product is NNC(=O)C1CC2(NC(=O)NC2=O)c2cc(F)ccc2O1. RXN SMILES: [CH2:1]([CH2:3][CH3:6])[O:4][C:5](=[O:2])[CH:7]1[O:8][c:9]2[cH:10][cH:11][c:12]([F:23])[cH:13][c:14]2[C:15]2([CH2:16]1)[NH:17][C:18](=[O:22])[NH:19][C:20]2=[O:21].[CH3:27][CH2:28][OH:29].[NH2:25][NH2:26].[OH2:24]>>[O:4]=[C:5]([CH:7]1[O:8][c:9]2[cH:10][cH:11][c:12]([F:23])[cH:13][c:14]2[C:15]2([CH2:16]1)[NH:17][C:18](=[O:22])[NH:19][C:20]2=[O:21])[NH:25][NH2:26]. Starting materials: O=C1CCC(=O)N1Br, Cc1ccc(-n2cccc2C#N)cc1, C1CCOC1. RXN SMILES: [Br:15][N:16]1[C:17](=[O:18])[CH2:19][CH2:20][C:21]1=[O:22].[CH3:1][c:2]1[cH:3][cH:4][c:5](-[n:8]2[c:9]([C:13]#[N:14])[cH:10][cH:11][cH:12]2)[cH:6][cH:7]1.[O:23]1[CH2:24][CH2:25][CH2:26][CH2:27]1>>[CH3:1][c:2]1[cH:3][cH:4][c:5](-[n:8]2[c:9]([C:13]#[N:14])[cH:10][c:11]([Br:15])[cH:12]2)[cH:6][cH:7]1. Product: Cc1ccc(-n2cc(Br)cc2C#N)cc1. Reactants: O=C([O-])[O-], C1CCOC1, [K+], [K+], [Na+], [Na+], Cc1ccc(-c2cccc(C=CC(=O)Nc3ccc(C(O)c4ccccn4)cc3)c2)cc1, O=C(OO)c1cccc(Cl)c1, O=S([O-])([O-])=S. The product is Cc1ccc(-c2cccc(C=CC(=O)Nc3ccc(C(O)c4cccc[n+]4[O-])cc3)c2)cc1. Reaction SMILES: [C:51](=[O:52])([O-:53])[O-:54].[CH2:57]1[O:58][CH2:59][CH2:60][CH2:61]1.[K+:55].[K+:56].[Na+:49].[Na+:50].[OH:1][CH:2]([c:3]1[cH:4][cH:5][c:6]([NH:9][C:10]([CH:11]=[CH:12][c:13]2[cH:14][c:15](-[c:19]3[cH:20][cH:21][c:22]([CH3:25])[cH:23][cH:24]3)[cH:16][cH:17][cH:18]2)=[O:26])[cH:7][cH:8]1)[c:27]1[n:28][cH:29][cH:30][cH:31][cH:32]1.[OH:33][O:34][C:35]([c:36]1[cH:37][c:38]([Cl:39])[cH:40][cH:41][cH:42]1)=[O:43].[S:44]([O-:45])([O-:46])(=[O:47])=[S:48]>>[OH:1][CH:2]([c:3]1[cH:4][cH:5][c:6]([NH:9][C:10]([CH:11]=[CH:12][c:13]2[cH:14][c:15](-[c:19]3[cH:20][cH:21][c:22]([CH3:25])[cH:23][cH:24]3)[cH:16][cH:17][cH:18]2)=[O:26])[cH:7][cH:8]1)[c:27]1[n+:28]([O-:33])[cH:29][cH:30][cH:31][cH:32]1.